From a dataset of the Open Reaction Database (ORD), a public repository of structured organic reaction records. describe an organic reaction: reactants, conditions, products, and yield Reactants: O=C([O-])[O-], CNC(=N[N+](=O)[O-])SC, CC#N, [K+], [K+], O=C(Cl)Cc1ccccc1. Product: CSC(=N[N+](=O)[O-])N(C)C(=O)Cc1ccccc1. Reaction SMILES: [C:10](=[O:11])([O-:12])[O-:13].[CH3:1][S:2][C:3]([NH:4][CH3:5])=[N:6][N+:7](=[O:8])[O-:9].[CH3:26][C:27]#[N:28].[K+:14].[K+:15].[c:16]1([CH2:22][C:23](=[O:24])[Cl:25])[cH:17][cH:18][cH:19][cH:20][cH:21]1>>[CH3:1][S:2][C:3]([N:4]([CH3:5])[C:23]([CH2:22][c:16]1[cH:17][cH:18][cH:19][cH:20][cH:21]1)=[O:24])=[N:6][N+:7](=[O:8])[O-:9].